Dataset: the Open Reaction Database (ORD), a public repository of structured organic reaction records. Task: describe an organic reaction: reactants, conditions, products, and yield Starting materials: [Si](C)(C)(C(C)(C)C)O[C@H]([C@H](C=1OC(=NN1)C1=CC=C(C=C1)CO[Si](C)(C)C(C)(C)C)NC1=C(C(=C(C#N)C=C1)Cl)C)C (4-((1R,2S)-2-(tert-butyldimethylsilyloxy)-1-(5-(4-((tert-butyldimethylsilyloxy)methyl)phenyl)-1,3,4-oxadiazol-2-yl)propylamino)-2-chloro-3-methylbenzonitrile), CCCC[N+](CCCC)(CCCC)CCCC.[F-] (TBAF). The solvent is C1CCOC1 (THF). Yields the product ClC1=C(C#N)C=CC(=C1C)N[C@H]([C@H](C)O)C=1OC(=NN1)C1=CC=C(C=C1)CO (2-Chloro-4-((1R,2S)-2-hydroxy-1-(5-(4-(hydroxymethyl)phenyl)-1,3,4-oxadiazol-2-yl)propylamino)-3-methylbenzonitrile). As a reaction SMILES: [Si]([O:8][C@@H:9]([CH3:42])[C@@H:10]([NH:31][C:32]1[CH:39]=[CH:38][C:35]([C:36]#[N:37])=[C:34]([Cl:40])[C:33]=1[CH3:41])[C:11]1[O:12][C:13]([C:16]2[CH:21]=[CH:20][C:19]([CH2:22][O:23][Si](C(C)(C)C)(C)C)=[CH:18][CH:17]=2)=[N:14][N:15]=1)(C(C)(C)C)(C)C.CCCC[N+](CCCC)(CCCC)CCCC.[F-]>C1COCC1>[Cl:40][C:34]1[C:33]([CH3:41])=[C:32]([NH:31][C@@H:10]([C:11]2[O:12][C:13]([C:16]3[CH:17]=[CH:18][C:19]([CH2:22][OH:23])=[CH:20][CH:21]=3)=[N:14][N:15]=2)[C@@H:9]([OH:8])[CH3:42])[CH:39]=[CH:38][C:35]=1[C:36]#[N:37] |f:1.2|. Procedure details: To a pre-cooled (−50° C.) solution of 4-((1R,2S)-2-(tert-butyldimethylsilyloxy)-1-(5-(4-((tert-butyldimethylsilyloxy)methyl)phenyl)-1,3,4-oxadiazol-2-yl)propylamino)-2-chloro-3-methylbenzonitrile (4.35 g, 6.93 mmol) in THF (600 mL) was added TBAF (13.87 mL, 13.87 mmol, 1 M solution in THF) dropwise over 10 min. Upon complete addition, the reaction mixture was concentrated under reduced pressure. The resulting residue was taken up in EtOAc (100 mL) and washed with H2O (80 mL). The biphasic mixtur... Starting materials: CC=1N=CNC1 (4-methylimidazole), FC1=C(C=C(C=O)C=C1)OC1=CC=CC=C1 (4-fluoro-3-phenoxybenzaldehyde), C(=O)([O-])[O-].[K+].[K+] (K2CO3), [N+](=[N-])=C(C(C)=O)P(OC)(OC)=O (dimethyl (1-diazo-2-oxopropyl)phosphonate). The solvent is C(Cl)Cl (DCM), CN(C)C=O (DMF), CCOC(=O)C (EtOAc). Reaction conditions: temperature 100 celsius, time 8 hour. Yields the product C(#C)C1=CC(=C(C=C1)N1C=NC(=C1)C)OC1=CC=CC=C1 (1-(4-Ethynyl-2-phenoxyphenyl)-4-methyl-1H-imidazole). Yield: 87.2%. Reaction SMILES: F[C:2]1[CH:9]=[CH:8][C:5]([CH:6]=O)=[CH:4][C:3]=1[O:10][C:11]1[CH:16]=[CH:15][CH:14]=[CH:13][CH:12]=1.[CH3:17][C:18]1[N:19]=[CH:20][NH:21][CH:22]=1.[C:23]([O-])([O-])=O.[K+].[K+].[N+](=C(P(=O)(OC)OC)C(=O)C)=[N-]>CN(C=O)C.CCOC(C)=O.C(Cl)Cl>[C:6]([C:5]1[CH:8]=[CH:9][C:2]([N:21]2[CH:22]=[C:18]([CH3:17])[N:19]=[CH:20]2)=[C:3]([O:10][C:11]2[CH:16]=[CH:15][CH:14]=[CH:13][CH:12]=2)[CH:4]=1)#[CH:23] |f:2.3.4|. Procedure details: A mixture of 4-fluoro-3-phenoxybenzaldehyde (1.0 g, 4.6 mmol) in 10 mL of DMF was treated with 4-methylimidazole (1.0 g, 12 mmol) and warmed to 100° C. Stirred overnight. Diluted with EtOAc, washed with sat'd NaHCO3, dried (Na2SO4), concentrated. Dissolved in 10 mL of MeOH, treated with K2CO3 (1.0 g, 7.2 mmol) and dimethyl (1-diazo-2-oxopropyl)phosphonate (1.0 g, 5.2 mmol) and stirred overnight. Diluted with DCM and washed with water. Dried (Na2SO4), conc. Chromatography on silica (0-20% MeOH/DC... Starting materials: C(C1=CC=CC=C1)OC1=CC=C(C=C1)OCC1CO1 (benzyl [4-(2,3-epoxypropoxy)phenyl]ether), C(C1=CC=CC=C1)NC(COC=1C=CC2=C(C(NC(O2)(C)C)=O)C1)C (6-(2-benzylaminopropoxy)-2,3-dihydro-2,2-dimethyl-4H-1,3-benzoxazin-4-one). Solvent: C(C)(C)O (isopropanol). Yields the product CC1(OC2=C(C(N1)=O)C=C(C=C2)OCC(C)N(CC(COC2=CC=C(C=C2)OCC2=CC=CC=C2)O)CC2=CC=CC=C2)C (1-[N-[2-(2,3-dihydro-2,2-dimethyl-4-oxo-4H-1,3-benzoxazin-6-yloxy)-1-methylethyl]benzylamino]-3-(4-benzyloxyphenoxy)propan-2-ol). Reaction SMILES: [CH2:1]([O:8][C:9]1[CH:14]=[CH:13][C:12]([O:15][CH2:16][CH:17]2[O:19][CH2:18]2)=[CH:11][CH:10]=1)[C:2]1[CH:7]=[CH:6][CH:5]=[CH:4][CH:3]=1.[CH2:20]([NH:27][CH:28]([CH3:44])[CH2:29][O:30][C:31]1[CH:32]=[CH:33][C:34]2[O:39][C:38]([CH3:41])([CH3:40])[NH:37][C:36](=[O:42])[C:35]=2[CH:43]=1)[C:21]1[CH:26]=[CH:25][CH:24]=[CH:23][CH:22]=1>C(O)(C)C>[CH3:41][C:38]1([CH3:40])[NH:37][C:36](=[O:42])[C:35]2[CH:43]=[C:31]([O:30][CH2:29][CH:28]([N:27]([CH2:20][C:21]3[CH:26]=[CH:25][CH:24]=[CH:23][CH:22]=3)[CH2:18][CH:17]([OH:19])[CH2:16][O:15][C:12]3[CH:11]=[CH:10][C:9]([O:8][CH2:1][C:2]4[CH:3]=[CH:4][CH:5]=[CH:6][CH:7]=4)=[CH:14][CH:13]=3)[CH3:44])[CH:32]=[CH:33][C:34]=2[O:39]1. Procedure: A solution of 15.4 g of benzyl [4-(2,3-epoxypropoxy)phenyl]ether and 17.0 g of 6-(2-benzylaminopropoxy)-2,3-dihydro-2,2-dimethyl-4H-1,3-benzoxazin-4-one in 100 ml of isopropanol is refluxed for 24 hours, filtered and concentrated by evaporation. Trituration of the residue with approximately 200 ml of ether results in crystallisation of 1-[N-[2-(2,3-dihydro-2,2-dimethyl-4-oxo-4H-1,3-benzoxazin-6-yloxy)-1-methylethyl]benzylamino]-3-(4-benzyloxyphenoxy)propan-2-ol having a melting point of 149°-160... The reactants are C1(=CC=CC=C1)C=1N=C(OC1CCC#N)\C=C\C1=CC=CC=C1 (3-[4-phenyl-2-((E)-2-phenylethenyl)-5-oxazolyl]propionitrile), [OH-].[Na+] (sodium hydroxide), Cl (hydrochloric acid), O (water). The solvent is C(C)O (ethanol). The product is C1(=CC=CC=C1)C=1N=C(OC1CCC(=O)O)\C=C\C1=CC=CC=C1 (3-[4-phenyl-2-((E)-2-phenylethenyl)-5-oxazolyl]propionic acid). The yield is 65.0%. RXN SMILES: [C:1]1([C:7]2[N:8]=[C:9](/[CH:16]=[CH:17]/[C:18]3[CH:23]=[CH:22][CH:21]=[CH:20][CH:19]=3)[O:10][C:11]=2[CH2:12][CH2:13][C:14]#N)[CH:6]=[CH:5][CH:4]=[CH:3][CH:2]=1.[OH-:24].[Na+].[OH2:26].Cl>C(O)C>[C:1]1([C:7]2[N:8]=[C:9](/[CH:16]=[CH:17]/[C:18]3[CH:23]=[CH:22][CH:21]=[CH:20][CH:19]=3)[O:10][C:11]=2[CH2:12][CH2:13][C:14]([OH:26])=[O:24])[CH:6]=[CH:5][CH:4]=[CH:3][CH:2]=1 |f:1.2|. Reported procedure: To a solution of 3-[4-phenyl-2-((E)-2-phenylethenyl)-5-oxazolyl]propionitrile (1.3 g) in ethanol (18 mL) was added 2N aqueous sodium hydroxide solution (9 mL) and the mixture was stirred with heating under reflux for 5 hrs. The reaction mixture was cooled and water was added. The mixture was acidified with 2N aqueous hydrochloric acid solution, and extracted with ethyl acetate. The organic layer was washed successively with water and saturated brine, dried over anhydrous magnesium sulfate and co... Starting materials: C=O, COc1cc2c(cc1OC)C(c1ccccc1)CNCC2, O=CO. Product: COc1cc2c(cc1OC)C(c1ccccc1)CN(C)CC2. Reaction SMILES: [CH2:22]=[O:23].[CH3:1][O:2][c:3]1[cH:4][c:5]2[c:6]([cH:18][c:19]1[O:20][CH3:21])[CH:7]([c:12]1[cH:13][cH:14][cH:15][cH:16][cH:17]1)[CH2:8][NH:9][CH2:10][CH2:11]2.[CH:24]([OH:25])=[O:26]>>[CH3:1][O:2][c:3]1[cH:4][c:5]2[c:6]([cH:18][c:19]1[O:20][CH3:21])[CH:7]([c:12]1[cH:13][cH:14][cH:15][cH:16][cH:17]1)[CH2:8][N:9]([CH3:22])[CH2:10][CH2:11]2. Reactants: FC1=C(C=C(C(=O)N)C=C1)C (4-fluoro-3-methyl-benzoic acid amide). Run in P(=O)(Cl)(Cl)Cl (phosphorus oxychloride). Yields the product FC1=C(C=C(C#N)C=C1)C (4-fluoro-3-methyl-benzonitrile). Reaction SMILES: [F:1][C:2]1[CH:10]=[CH:9][C:5]([C:6]([NH2:8])=O)=[CH:4][C:3]=1[CH3:11]>P(Cl)(Cl)(Cl)=O>[F:1][C:2]1[CH:10]=[CH:9][C:5]([C:6]#[N:8])=[CH:4][C:3]=1[CH3:11]. Procedure: 10.00 g (65.29 mmol) 4-fluoro-3-methyl-benzoic acid amide are stirred together with 50 ml phosphorus oxychloride for 4 hours at 60° C. and then evaporated down i. vac. The residue is poured into ice water, the resulting precipitate is filtered off and washed with water. After being taken up in ethyl acetate the organic phase is washed with sat. potassium carbonate solution, dried over sodium sulphate and evaporated down completely i. vac.